This data is from the Open Reaction Database (ORD), a public repository of structured organic reaction records. The task is: describe an organic reaction: reactants, conditions, products, and yield The reactants are C(C1=CC=CC=C1)OC(NC1CC(CCC1)C1=NC2=C(C(N(C=3C=CC=CC23)C)=O)N1)=O ([3-(5-methyl-4-oxo-4,5-dihydro-3H-imidazo[4,5-c]quinolin-2-yl)-cyclohexyl]-carbamic acid benzyl ester), C(#N)C1=C(CBr)C=CC=C1 (2-cyanobenzyl bromide). The product is C(C1=CC=CC=C1)OC(NC1CC(CCC1)C1=NC2=C(C(N(C=3C=CC=CC23)C)=O)N1CC1=C(C=CC=C1)C#N)=O ({3-[3-(2-cyano-benzyl)-5-methyl-4-oxo-4,5-dihydro-3H-imidazo[4,5-c]quinolin-2-yl]-cyclohexyl}-carbamic acid benzyl ester). Yield: 82.0%. As a reaction SMILES: [CH2:1]([O:8][C:9](=[O:32])[NH:10][CH:11]1[CH2:16][CH2:15][CH2:14][CH:13]([C:17]2[NH:31][C:20]3[C:21](=[O:30])[N:22]([CH3:29])[C:23]4[CH:24]=[CH:25][CH:26]=[CH:27][C:28]=4[C:19]=3[N:18]=2)[CH2:12]1)[C:2]1[CH:7]=[CH:6][CH:5]=[CH:4][CH:3]=1.[C:33]([C:35]1[CH:42]=[CH:41][CH:40]=[CH:39][C:36]=1[CH2:37]Br)#[N:34]>>[CH2:1]([O:8][C:9](=[O:32])[NH:10][CH:11]1[CH2:16][CH2:15][CH2:14][CH:13]([C:17]2[N:31]([CH2:37][C:36]3[CH:39]=[CH:40][CH:41]=[CH:42][C:35]=3[C:33]#[N:34])[C:20]3[C:21](=[O:30])[N:22]([CH3:29])[C:23]4[CH:24]=[CH:25][CH:26]=[CH:27][C:28]=4[C:19]=3[N:18]=2)[CH2:12]1)[C:2]1[CH:7]=[CH:6][CH:5]=[CH:4][CH:3]=1. Procedure details: According to the procedure described in example 3, step E; [3-(5-methyl-4-oxo-4,5-dihydro-3H-imidazo[4,5-c]quinolin-2-yl)-cyclohexyl]-carbamic acid benzyl ester (90 mg, 0.21 mmol) was alkylated with 2-cyanobenzyl bromide (61 mg, 0.31 mmol) to give, after work-up and chromatography, {3-[3-(2-cyano-benzyl)-5-methyl-4-oxo-4,5-dihydro-3H-imidazo[4,5-c]quinolin-2-yl]-cyclohexyl}-carbamic acid benzyl ester (94 mg, 82% yield). 1H-NMR (CDCl3): δ 8.38 (m, 1H), 7.74 (m, 1H), 7.25–7.57 (m, 10H), 6.82 (m, 1... Starting materials: FC1=C(N)C(=CC(=C1)Br)F (2,6-difluoro-4-bromo aniline), C(C)OC=1C=C(C=CC1)B(O)O (3-ethoxyphenylboronic acid). Product: C(C)OC=1C=C(C=CC1)C1=CC(=C(C(=C1)F)N)F (3′-ethoxy-3,5-difluorobiphenyl-4-amine). Isolated yield 36.6%. As a reaction SMILES: [F:1][C:2]1[CH:8]=[C:7](Br)[CH:6]=[C:5]([F:10])[C:3]=1[NH2:4].[CH2:11]([O:13][C:14]1[CH:15]=[C:16](B(O)O)[CH:17]=[CH:18][CH:19]=1)[CH3:12]>>[CH2:11]([O:13][C:14]1[CH:19]=[C:18]([C:7]2[CH:8]=[C:2]([F:1])[C:3]([NH2:4])=[C:5]([F:10])[CH:6]=2)[CH:17]=[CH:16][CH:15]=1)[CH3:12]. Reported procedure: The title compound (0.219 g) was prepared from 2,6-difluoro-4-bromo aniline (0.5 g, 2.4 mmol) and 3-ethoxyphenylboronic acid (0.517 g, 3.12 mmol) as a pale-yellow liquid. 1H-NMR (δ ppm, DMSO-d6, 400 MHz): 7.30-7.24 (m, 3H), 7.14 (d, J 7.9, 1H), 7.11 (s, 1H), 6.82 (dd, J 2.1, 8.1, 1H), 5.31 (s, 2H), 4.07 (q, J 7, 2H), 1.32 (t, J 7, 3H). Starting materials: ice H2O, COC=1C=C(C(=NC1OC)C(C[N+](=O)[O-])O)[N+](=O)[O-] (1-(5,6-dimethoxy-3-nitropyridin-2-yl)-2-nitroethanol), COC=1C=C(C(=NC1OC)C(C[N+](=O)[O-])O)[N+](=O)[O-] (1-(5,6-Dimethoxy-3-nitropyridin-2-yl)-2-nitroethanol), CC(=O)[O-].[Na+] (NaOAc), C(=O)(O)[O-].[Na+] (NaHCO3). Solvent: CC(=O)OC(=O)C (Ac2O). Conditions: time 45 minute. Yields the product COC1=NC(=C(C=C1OC)[N+](=O)[O-])C=C[N+](=O)[O-] (2,3-Dimethoxy-5-nitro-6-(2-nitrovinyl) pyridine). The yield is 89.2%. RXN SMILES: [CH3:1][O:2][C:3]1[CH:4]=[C:5]([N+:17]([O-:19])=[O:18])[C:6]([CH:11](O)[CH2:12][N+:13]([O-:15])=[O:14])=[N:7][C:8]=1[O:9][CH3:10].CC([O-])=O.[Na+].C([O-])(O)=O.[Na+]>CC(OC(C)=O)=O>[CH3:10][O:9][C:8]1[C:3]([O:2][CH3:1])=[CH:4][C:5]([N+:17]([O-:19])=[O:18])=[C:6]([CH:11]=[CH:12][N+:13]([O-:15])=[O:14])[N:7]=1 |f:1.2,3.4|. Reported procedure: Bring 1-(5,6-dimethoxy-3-nitropyridin-2-yl)-2-nitroethanol, 7 (173 mg, 0.63 mmol) and NaOAc (208 mg, 2.53 mmol) to reflux in Ac2O (5.0 mL), following the reaction by LC-MS. After 45 min, pour the reaction mixture onto an ice/H2O mixture, neutralize with NaHCO3, extract with EtOAc, wash with saturated NaHCO3, dry (MgSO4) and concentrate. Purify the raw product by flash chromatography (EtOAc at 20%/heptane) to give 8 (144 mg, 89.2%) as an ivory-colored solid, which is an 8:2 mixture of isomers: 1H... Reactants: SC1=C(C(=O)O)C=CC=C1 (2-mercaptobenzoic acid), [OH-].[Na+] (sodium hydroxide). Run in C(C)O (ethanol), C(C)O (ethanol). The product is SC1=C(C(=O)[O-])C=CC=C1.[Na+] (sodium 2-mercaptobenzoate). Isolated yield 61.0%. RXN SMILES: [SH:1][C:2]1[CH:10]=[CH:9][CH:8]=[CH:7][C:3]=1[C:4]([OH:6])=[O:5].[OH-].[Na+:12]>C(O)C>[SH:1][C:2]1[CH:10]=[CH:9][CH:8]=[CH:7][C:3]=1[C:4]([O-:6])=[O:5].[Na+:12] |f:1.2,4.5|. Procedure: To a solution of 15.4 g (0.1 mole) of 2-mercaptobenzoic acid in 20 ml of ethanol was added a solution of 3.8 g (95 moles) of sodium hydroxide in 10 ml of ethanol. The ethanol was removed on a rotary evaporator at 50 mm and the residual solid was triturated several times with ethanol to remove any unreacted 2-mercaptobenzoic acid. The washed solid was dried under vacuum overnight to yield sodium 2-mercaptobenzoate: 10.8 g (61% yield). Starting materials: COC=1C=C(C=C2C(NC(N2)=O)=O)C=C(C1OC)OC (5-(3,4,5-trimethoxy-benzylidene)-hydantoin). RXN SMILES: [CH3:1][O:2][C:3]1[CH:4]=[C:5]([CH:14]=[C:15]([O:19][CH3:20])[C:16]=1[O:17][CH3:18])[CH:6]=[C:7]1[NH:11][C:10](=[O:12])[NH:9][C:8]1=[O:13]>[OH-].[Na+].[Ni]>[CH3:20][O:19][C:15]1[CH:14]=[C:5]([CH:4]=[C:3]([O:2][CH3:1])[C:16]=1[O:17][CH3:18])[CH2:6][CH:7]1[NH:11][C:10](=[O:12])[NH:9][C:8]1=[O:13] |f:1.2|. Solvent: [OH-].[Na+] (sodium hydroxide). Procedure details: 278.3 g (1 mole) of 5-(3,4,5-trimethoxy-benzylidene)-hydantoin are dissolved in 2 l of a N sodium hydroxide solution and 40 g of wet Raney-nickel are added. The reaction mixture is worked up according to Example 6. Thus 218.6 g of the desired compound are obtained, yield 78%. Mp.: 180°-181° C. Isolated yield 78.0%. Yields the product COC=1C=C(CC2C(NC(N2)=O)=O)C=C(C1OC)OC (5-(3,4,5-trimethoxy-benzyl)-hydantoine). The reagents and catalysts are [Ni] (Raney-nickel). Reactants: CO, COC(=O)C(C)(C)COc1cccnc1[N+](=O)[O-]. Yields the product COC(=O)C(C)(C)COc1cccnc1N. As a reaction SMILES: [CH3:19][OH:20].[CH3:1][C:2]([C:3](=[O:4])[O:5][CH3:6])([CH2:7][O:8][c:9]1[c:10]([N+:15]([O-:16])=[O:17])[n:11][cH:12][cH:13][cH:14]1)[CH3:18]>>[CH3:1][C:2]([C:3](=[O:4])[O:5][CH3:6])([CH2:7][O:8][c:9]1[c:10]([NH2:15])[n:11][cH:12][cH:13][cH:14]1)[CH3:18].